This data is from the Open Reaction Database (ORD), a public repository of structured organic reaction records. The task is: describe an organic reaction: reactants, conditions, products, and yield Reactants: CN(CCCOC=1C(=C2C(=NC=NN2C1)OC1=C(C=C(C=C1)N)F)C)C (4-(6-(3-(Dimethylamino)propoxy)-5-methylpyrrolo[2,1-f][1,2,4]triazin-4-yloxy)-3-fluorobenzenamine), Cl.Cl.FC=1C=C(C=CC1OC1=NC=NN2C1=C(C(=C2)OCCN2CCN(CC2)C)C)NC(=S)NC(CC2=CC=C(C=C2)F)=O (1-(3-Fluoro-4-(5-methyl-6-(2-(4-methylpiperazin-1-yl)ethoxy)pyrrolo[2,1-f][1,2,4] triazin-4-yloxy)phenyl)-3-(2-(4-fluorophenyl)acetyl)thiourea, bis-hydrochloride salt), C(C)NC(OC=1C(=C2C(=NC=NN2C1)OC1=C(C=C(C=C1)NC(=O)NC(CC1=CC=C(C=C1)F)=O)F)C)=O (4-(2-Fluoro-4-(3-(2-(4-fluorophenyl)acetyl)ureido)phenoxy)-5-methylpyrrolo[2,1-f][1,2,4]triazin-6-yl ethylcarbamate), C(C)NC(OC=1C(=C2C(=NC=NN2C1)OC1=C(C=C(C=C1)NC(=O)NC(CC1=CC=C(C=C1)F)=O)F)C)=O (4-(2-Fluoro-4-(3-(2-(4-fluorophenyl)acetyl)ureido)phenoxy)-5-methylpyrrolo[2,1-f][1,2,4]triazin-6-yl ethylcarbamate). The product is Cl.CN(CCCOC=1C(=C2C(=NC=NN2C1)OC1=C(C=C(C=C1)NC(=O)NC(CC1=CC=C(C=C1)F)=O)F)C)C (1-(4-(6-(3-(Dimethylamino)propoxy)-5-methylpyrrolo[2,1-f][1,2,4]triazin-4-yloxy)-3-fluorophenyl)-3-(2-(4-fluorophenyl)acetyl)urea, hydrochloride salt). The yield is 13.0%. As a reaction SMILES: [CH3:1][N:2]([CH3:26])[CH2:3][CH2:4][CH2:5][O:6][C:7]1[C:8]([CH3:25])=[C:9]2[N:14]([CH:15]=1)[N:13]=[CH:12][N:11]=[C:10]2[O:16][C:17]1[CH:22]=[CH:21][C:20]([NH2:23])=[CH:19][C:18]=1[F:24].[ClH:27].Cl.FC1C=C(NC(NC(=O)CC2C=CC(F)=CC=2)=S)C=CC=1OC1C2=C(C)C(OCCN3CCN(C)CC3)=CN2N=CN=1.C(NC(=O)OC1C(C)=C2N(C=1)N=CN=C2OC1C=CC(N[C:93]([NH:95][C:96](=[O:105])[CH2:97][C:98]2[CH:103]=[CH:102][C:101]([F:104])=[CH:100][CH:99]=2)=[O:94])=CC=1F)C>>[ClH:27].[CH3:26][N:2]([CH3:1])[CH2:3][CH2:4][CH2:5][O:6][C:7]1[C:8]([CH3:25])=[C:9]2[N:14]([CH:15]=1)[N:13]=[CH:12][N:11]=[C:10]2[O:16][C:17]1[CH:22]=[CH:21][C:20]([NH:23][C:93]([NH:95][C:96](=[O:105])[CH2:97][C:98]2[CH:103]=[CH:102][C:101]([F:104])=[CH:100][CH:99]=2)=[O:94])=[CH:19][C:18]=1[F:24] |f:1.2.3,5.6|. Procedure details: 4-(6-(3-(Dimethylamino)propoxy)-5-methylpyrrolo[2,1-f][1,2,4]triazin-4-yloxy)-3-fluorobenzenamine (12 mg, 0.03 mmol) was converted to the title compound (2.5 mg, 13%) in a manner similar to the preparation of Compound E of Example 31, except that 2-(4-fluorophenyl)-acetyl isocyanate (0.10 mL, 0.04 mmol, Compound C of Example 4) was used instead of benzenesulfonyl isocyanate. 1H NMR (CD3OD) δ 10.77 (s, 1H), 7.80 (s, 1H), 7.69 (s, 1H), 7.40–7.23 (m, 5H), 7.11–7.02 (m, 3 H), 4.15–4.12 (m, 2H), 3.71...